This data is from the Open Reaction Database (ORD), a public repository of structured organic reaction records. The task is: describe an organic reaction: reactants, conditions, products, and yield Reactants: BrC=1C=CC(=C(C(=O)N)C1)O (5-bromo-2-hydroxybenzamide), [BH4-].[Na+] (NaBH4), II (Iodine). Run in C1CCOC1 (THF), C1CCOC1 (THF). Reaction conditions: temperature 0 celsius. Yields the product NCC1=C(C=CC(=C1)Br)O (2-(aminomethyl)-4-bromophenol). Reaction SMILES: [Br:1][C:2]1[CH:3]=[CH:4][C:5]([OH:11])=[C:6]([CH:10]=1)[C:7]([NH2:9])=O.[BH4-].[Na+].II>C1COCC1>[NH2:9][CH2:7][C:6]1[CH:10]=[C:2]([Br:1])[CH:3]=[CH:4][C:5]=1[OH:11] |f:1.2|. Procedure details: 5-bromo-2-hydroxybenzamide (2.16 g, 10 mol) and NaBH4 (1.52 g, 40 mol) are dissolved in dry THF (150 ml) in a two-neck septum capped round-bottom flask. Iodine (5.06 g, 20 mol)) in dry THF is added under nitrogen atmosphere at 0° C. over 2.5 hours. The reaction mixture is refluxed for 3 hours and then cooled to 0° C. The excess hydride is destroyed by careful addition of 1N HCl. After removing most organic solvent by vacuum, the acidic aqueous solution is diluted in 1N HCl (150 ml) and washed th... The reactants are BrC1=CC=C(C=C1)C1=NC=CC=C1C(=O)C=1C(=NC=CC1)C1=CC=C(C=C1)Br (4-bromophenyl-3-pyridylketone), O1CCCC1 (THF), C(Cl)Cl (methylene chloride), C(C)#N (acetonitrile), O1CCCC1 (tetrahydrofuran), C(CCC)[Li] (n-butyllithium), O1CCCC1 (THF). The solvent is CCCCCC (hexane). Run at time 15 minute. Product: BrC1=CC=C(C=C1)C(CC#N)(C=1C=NC=CC1)O (3-(4-bromophenyl)-3-hydroxy-3-(3-pyridyl)-propionitrile). As a reaction SMILES: [C:1](#[N:3])[CH3:2].C([Li])CCC.BrC1C=CC([C:16]2[C:21]([C:22]([C:24]3[C:25]([C:30]4[CH:35]=[CH:34][C:33]([Br:36])=[CH:32][CH:31]=4)=NC=CC=3)=O)=CC=[CH:18][N:17]=2)=CC=1.C(Cl)Cl.[O:40]1CCCC1>CCCCCC>[Br:36][C:33]1[CH:32]=[CH:31][C:30]([C:25]([OH:40])([C:24]2[CH:18]=[N:17][CH:16]=[CH:21][CH:22]=2)[CH2:2][C:1]#[N:3])=[CH:35][CH:34]=1. Procedure details: A mixture of 6.5 g (0.16 mole) of acetonitrile and 50 ml of dry tetrahydrofuran (THF) was slowly added under N2 -atm to a mixture of 100 ml of 1.5 M n-butyllithium in hexane and 50 ml of dry THF at -50° C. After stirring for 35 minutes a solution of 36.5 g (0.14 mole) of 4-bromophenyl-3-pyridylketone in 250 ml of dry THF was added at -50° C. The temperature was kept at -70° C. for 15 minutes, then the reaction mixture became viscous and it was allowed to reach ambient temperature. The product wa...